From a dataset of the Open Reaction Database (ORD), a public repository of structured organic reaction records. describe an organic reaction: reactants, conditions, products, and yield Starting materials: CC(Nc1ncnc2c1CN(Cc1ccccc1)CC2)c1ccc(C(F)(F)F)nc1, CO. The product is CC(Nc1ncnc2c1CNCC2)c1ccc(C(F)(F)F)nc1. RXN SMILES: [CH2:1]([c:2]1[cH:3][cH:4][cH:5][cH:6][cH:7]1)[N:8]1[CH2:9][c:10]2[c:11]([n:12][cH:13][n:14][c:15]2[NH:16][CH:17]([CH3:18])[c:19]2[cH:20][n:21][c:22]([C:25]([F:26])([F:27])[F:28])[cH:23][cH:24]2)[CH2:29][CH2:30]1.[CH3:31][OH:32]>>[NH:8]1[CH2:9][c:10]2[c:11]([n:12][cH:13][n:14][c:15]2[NH:16][CH:17]([CH3:18])[c:19]2[cH:20][n:21][c:22]([C:25]([F:26])([F:27])[F:28])[cH:23][cH:24]2)[CH2:29][CH2:30]1. Reactants: CC=C(C)C, CC(C)(C)O, [O-][Cl+][O-], CC1(CC=O)CC(c2cccc(Cl)c2)C(c2ccc(Cl)cc2)N(c2ccncn2)C1=O, [Na+], [Na+], O, O=P([O-])(O)O. Yields the product CC1(CC(=O)O)CC(c2cccc(Cl)c2)C(c2ccc(Cl)cc2)N(c2ccncn2)C1=O. As a reaction SMILES: [CH3:32][C:33](=[CH:34][CH3:35])[CH3:36].[CH3:47][C:48]([OH:49])([CH3:50])[CH3:51].[Cl+:37]([O-:38])[O-:39].[Cl:1][c:2]1[cH:3][c:4]([CH:8]2[CH2:9][C:10]([CH3:28])([CH2:29][CH:30]=[O:31])[C:11](=[O:27])[N:12]([c:21]3[n:22][cH:23][n:24][cH:25][cH:26]3)[CH:13]2[c:14]2[cH:15][cH:16][c:17]([Cl:20])[cH:18][cH:19]2)[cH:5][cH:6][cH:7]1.[Na+:40].[Na+:46].[OH2:52].[P:41]([O-:42])([OH:43])([OH:44])=[O:45]>>[Cl:1][c:2]1[cH:3][c:4]([CH:8]2[CH2:9][C:10]([CH3:28])([CH2:29][C:30](=[O:31])[OH:38])[C:11](=[O:27])[N:12]([c:21]3[n:22][cH:23][n:24][cH:25][cH:26]3)[CH:13]2[c:14]2[cH:15][cH:16][c:17]([Cl:20])[cH:18][cH:19]2)[cH:5][cH:6][cH:7]1. Starting materials: CSC1C(C(N1CC(=O)OCC1=CC=C(C=C1)[N+](=O)[O-])=O)C(C)OC(=O)OCC1=CC=C(C=C1)[N+](=O)[O-] (p-nitrobenzyl 2-[4-methylthio-3-(1-(p-nitrobenzyloxycarbonyloxy)-ethyl)-2-oxoazetidinyl]-acetate), C(C(C)(C)C)(=O)Cl (pivaloyl chloride), C[Si](C)(C)[N-][Si](C)(C)C.[Li+] (lithium bis(trimethylsilyl)-amide). The solvent is O1CCCC1 (tetrahydrofuran), C1(=CC=CC=C1)C (toluene), Cl (HCl), C(Cl)Cl (CH2Cl2). Run at temperature -70 celsius, time 30 minute. The product is CC(C(C(C(=O)OCC1=CC=C(C=C1)[N+](=O)[O-])N1C(C(C1SC)C(C)OC(=O)OCC1=CC=C(C=C1)[N+](=O)[O-])=O)=O)(C)C (p-Nitrobenzyl 4,4-dimethyl-2-[4-methylthio-3-(1-(p-nitrobenzyloxy-carbonyloxy)-ethyl)-2-oxo-azetidinyl]-3-oxopentanoate). Reaction SMILES: C[Si]([N-][Si](C)(C)C)(C)C.[Li+].[CH3:11][S:12][CH:13]1[N:16]([CH2:17][C:18]([O:20][CH2:21][C:22]2[CH:27]=[CH:26][C:25]([N+:28]([O-:30])=[O:29])=[CH:24][CH:23]=2)=[O:19])[C:15](=[O:31])[CH:14]1[CH:32]([O:34][C:35]([O:37][CH2:38][C:39]1[CH:44]=[CH:43][C:42]([N+:45]([O-:47])=[O:46])=[CH:41][CH:40]=1)=[O:36])[CH3:33].[C:48](Cl)(=[O:53])[C:49]([CH3:52])([CH3:51])[CH3:50]>O1CCCC1.C1(C)C=CC=CC=1.Cl.C(Cl)Cl>[CH3:50][C:49]([CH3:52])([CH3:51])[C:48](=[O:53])[CH:17]([N:16]1[CH:13]([S:12][CH3:11])[CH:14]([CH:32]([O:34][C:35]([O:37][CH2:38][C:39]2[CH:44]=[CH:43][C:42]([N+:45]([O-:47])=[O:46])=[CH:41][CH:40]=2)=[O:36])[CH3:33])[C:15]1=[O:31])[C:18]([O:20][CH2:21][C:22]1[CH:23]=[CH:24][C:25]([N+:28]([O-:30])=[O:29])=[CH:26][CH:27]=1)=[O:19] |f:0.1|. Reported procedure: 1.1 ml of 1 M lithium bis(trimethylsilyl)-amide are added at -70° C. with stirring in the course of 5 minutes to a mixture of 275 mg (0.515 mmol) of p-nitrobenzyl 2-[4-methylthio-3-(1-(p-nitrobenzyloxycarbonyloxy)-ethyl)-2-oxoazetidinyl]-acetate and 67 μl (0.55 mmol) of pivaloyl chloride in 6.7 ml of dry tetrahydrofuran and the reaction mixture is stirred at -70° C. during the course of a further 30 minutes and then diluted with 40 ml of toluene and with 30 ml of 2 N HCl, then washed twice with ... The reactants are C1(CC1)OC=1C=C(C=CC1OC(F)F)C1=C(C2=C(C=NN(C2=O)COCC[Si](C)(C)C)N1COCC[Si](C)(C)C)COCC(C)C (2-(3-cyclopropoxy-4-difluoromethoxyphenyl)-3-isobutoxymethyl-1,5-bis(2-trimethylsilylethoxymethyl)-1,5-dihydropyrrolo[2,3-d]pyridazin-4-one), C1(CC1)OC=1C=C(C=CC1OC(F)F)C1=C(C2=C(C=NN(C2=O)COCC[Si](C)(C)C)N1COCC[Si](C)(C)C)C (2-(3-cyclopropoxy-4-difluoromethoxyphenyl)-3-methyl-1,5-bis(2-trimethylsilylethoxymethyl)-1,5-dihydropyrrolo[2,3-d]pyridazin-4-one). Product: C1(CC1)OC=1C=C(C=CC1OC(F)F)C1=C(C2=C(C=NN(C2=O)COCC[Si](C)(C)C)N1)COCC(C)C (2-(3-Cyclopropoxy-4-difluoromethoxyphenyl)-3-isobutoxymethyl-5-(2-trimethylsilylethoxymethyl)-1,5-dihydropyrrolo[2,3-d]pyridazin-4-one). Isolated yield 76.8%. RXN SMILES: [CH:1]1([O:4][C:5]2[CH:6]=[C:7]([C:15]3[N:32](COCC[Si](C)(C)C)[C:18]4[CH:19]=[N:20][N:21]([CH2:24][O:25][CH2:26][CH2:27][Si:28]([CH3:31])([CH3:30])[CH3:29])[C:22](=[O:23])[C:17]=4[C:16]=3[CH2:41][O:42][CH2:43][CH:44]([CH3:46])[CH3:45])[CH:8]=[CH:9][C:10]=2[O:11][CH:12]([F:14])[F:13])[CH2:3][CH2:2]1.C1(OC2C=C(C3N(COCC[Si](C)(C)C)C4C=NN(COCC[Si](C)(C)C)C(=O)C=4C=3C)C=CC=2OC(F)F)CC1>>[CH:1]1([O:4][C:5]2[CH:6]=[C:7]([C:15]3[NH:32][C:18]4[CH:19]=[N:20][N:21]([CH2:24][O:25][CH2:26][CH2:27][Si:28]([CH3:30])([CH3:31])[CH3:29])[C:22](=[O:23])[C:17]=4[C:16]=3[CH2:41][O:42][CH2:43][CH:44]([CH3:46])[CH3:45])[CH:8]=[CH:9][C:10]=2[O:11][CH:12]([F:14])[F:13])[CH2:3][CH2:2]1. Reported procedure: Reaction and post treatment were carried out in the same manner as in Example 4-(b) except for using 1.35 g (1.99 mmol) of 2-(3-cyclopropoxy-4-difluoromethoxyphenyl)-3-isobutoxymethyl-1,5-bis(2-trimethylsilylethoxymethyl)-1,5-dihydropyrrolo[2,3-d]pyridazin-4-one obtained in Example 62-(a) in place of 2-(3-cyclopropoxy-4-difluoromethoxyphenyl)-3-methyl-1,5-bis(2-trimethylsilylethoxymethyl)-1,5-dihydropyrrolo[2,3-d]pyridazin-4-one, whereby 0.84 g of the title compound was obtained as a white foam....